From a dataset of the Open Reaction Database (ORD), a public repository of structured organic reaction records. describe an organic reaction: reactants, conditions, products, and yield Reactants: C=1(C(=CC(=CC1)S(=O)(=O)[O-])C)C.[Na+] (sodium 4-o-xylene sulfonate), resultant mixture, [NH2-].[Na+] (sodium amide), N (ammonia). Run in liquid. Product: NC1=CC(=C(C=C1)C)C (3,4-xylidine). The yield is 88.1%. Reaction SMILES: [C:1]1([CH3:12])[C:2]([CH3:11])=[CH:3][C:4](S([O-])(=O)=O)=[CH:5][CH:6]=1.[Na+].[NH2-:14].[Na+].N>>[NH2:14][C:4]1[CH:5]=[CH:6][C:1]([CH3:12])=[C:2]([CH3:11])[CH:3]=1 |f:0.1,2.3|. Procedure: In a 200-ml autoclave were placed 35 grams (0.163 moles) of anhydrous sodium 4-o-xylene sulfonate, 14 grams (0.35 mole) of sodium amide and 120 ml of liquid ammonia in the same manner as in Example 1. The resultant mixture was heated at 120° to 125° C for 15 hours. The reaction pressure in the autoclave was 90 to 100 atm. during the reaction. After the ammonia was removed, 15 ml of methanol was added to the reaction mixture for solvolysis. Thereafter 500 ml of water was added to the product and ... The reactants are ClC1=C(C=C(C(=O)OC)C=C1[N+](=O)[O-])[N+](=O)[O-] (methyl 4-chloro-3,5-dinitrobenzoate), C(C)OC1=CC=C(C=C1)O (4-ethoxyphenol), [OH-].[K+] (potassium hydroxide). Solvent: C(Cl)Cl (CH2Cl2). Run at temperature 150 celsius. Product: [N+](=O)([O-])C=1C=C(C(=O)OC)C=C(C1OC1=CC=C(C=C1)OCC)[N+](=O)[O-] (Methyl 3,5-dinitro4-(4-ethoxyphenoxy)benzoate). The yield is 74.0%. RXN SMILES: Cl[C:2]1[C:11]([N+:12]([O-:14])=[O:13])=[CH:10][C:5]([C:6]([O:8][CH3:9])=[O:7])=[CH:4][C:3]=1[N+:15]([O-:17])=[O:16].[CH2:18]([O:20][C:21]1[CH:26]=[CH:25][C:24]([OH:27])=[CH:23][CH:22]=1)[CH3:19].[OH-].[K+]>C(Cl)Cl>[N+:15]([C:3]1[CH:4]=[C:5]([CH:10]=[C:11]([N+:12]([O-:14])=[O:13])[C:2]=1[O:27][C:24]1[CH:25]=[CH:26][C:21]([O:20][CH2:18][CH3:19])=[CH:22][CH:23]=1)[C:6]([O:8][CH3:9])=[O:7])([O-:17])=[O:16] |f:2.3|. Reported procedure: A mixture of 13 g (50 mmole) of methyl 4-chloro-3,5-dinitrobenzoate, 7.45 g (54 mmole) of 4-ethoxyphenol, and 13 ml of potassium hydroxide solution (3.03 g, 54 mmole) was heated under argon at 150° C. for 4 h. The mixture was cooled and partitioned between 130 ml of 2 N sodium hydroxide solution and 400 ml of dichloromethane. The organic layer was washed with 2×100 ml of saturated sodium bicarbonate solution, dried over magnesium sulfate and evaporated under high vacuum to give 14.5 g, which was... Reactants: BrC1=C(OCC(=O)OC(C)(C)C)C=CC(=C1)C=O (t-butyl 2-(2-bromo-4-formylphenoxy)acetate), CO (methanol), CN (methylamine). Reaction conditions: time 4 hour. Isolated yield 58.0%. The product is BrC1=C(OCC(=O)OC(C)(C)C)C=CC(=C1)CNC (t-butyl 2-(2-bromo-4-((methylamino)methyl)phenoxy)acetate). Procedure: t-Butyl 2-(2-bromo-4-formylphenoxy)acetate (1) (10.11 g, 32.1 mmol, 1 eq) was dissolved in a 2 M solution of methylamine in methanol (30 mL, 60 mmol, 1.9 eq) and stirred at room temperature for 4 h. The solvent and excess methylamine were removed in vacuo and the resultant imine was dissolved in anhydrous methanol (200 mL). Sodium Borohydride (2.4 g) was added slowly under argon and the mixture was stirred for 2 h. Saturated NaHCO3 (100 mL) was added and allowed to stir for 15 minutes at which p... Solvent: solution. As a reaction SMILES: [Br:1][C:2]1[CH:16]=[C:15]([CH:17]=O)[CH:14]=[CH:13][C:3]=1[O:4][CH2:5][C:6]([O:8][C:9]([CH3:12])([CH3:11])[CH3:10])=[O:7].CO.[CH3:21][NH2:22]>>[Br:1][C:2]1[CH:16]=[C:15]([CH2:17][NH:22][CH3:21])[CH:14]=[CH:13][C:3]=1[O:4][CH2:5][C:6]([O:8][C:9]([CH3:12])([CH3:11])[CH3:10])=[O:7]. Starting materials: C(C1=CC=CC=C1)N (Benzylamine), C12C(NC(C2C1)=O)=O (3-aza-bicyclo[3.1.0]hexane-2,4-dione). Reaction conditions: temperature 170 celsius, time 1.5 hour. The product is C(C1=CC=CC=C1)N1C(C2CC2C1=O)=O (3-benzyl-3-aza-bicyclo[3.1.0]hexane-2,4-dione). The yield is 82.9%. Reaction SMILES: [CH2:1]([NH2:8])[C:2]1[CH:7]=[CH:6][CH:5]=[CH:4][CH:3]=1.[CH:9]12[CH2:14][CH:13]1[C:12](=[O:15])N[C:10]2=[O:16]>>[CH2:1]([N:8]1[C:12](=[O:15])[CH:13]2[CH:9]([CH2:14]2)[C:10]1=[O:16])[C:2]1[CH:7]=[CH:6][CH:5]=[CH:4][CH:3]=1. Procedure details: Benzylamine (2.5 mL, 22.3 mmol) was added drop wise to ice cooled 3-aza-bicyclo[3.1.0]hexane-2,4-dione (2.5 g, 22.3 mmol) then the mixture was heated to 170° C. with stirring for 1.5 h. After cooling to room temperature, the resulting mixture was crystallized from isopropanol to give 3-benzyl-3-aza-bicyclo[3.1.0]hexane-2,4-dione (3.72 g, 83%) as a white solid. LC-MS: [M+H]+, 202.1, tR=1.478 min. Starting materials: C, CO, Cc1cc(C=CC(=O)OC(C)(C)C)ccn1, [Pd]. Yields the product Cc1cc(CCC(=O)OC(C)(C)C)ccn1. RXN SMILES: [C:19].[CH3:17][OH:18].[CH3:1][c:2]1[n:3][cH:4][cH:5][c:6]([CH:8]=[CH:9][C:10](=[O:11])[O:12][C:13]([CH3:14])([CH3:15])[CH3:16])[cH:7]1.[Pd:20]>>[CH3:1][c:2]1[n:3][cH:4][cH:5][c:6]([CH2:8][CH2:9][C:10](=[O:11])[O:12][C:13]([CH3:14])([CH3:15])[CH3:16])[cH:7]1. The reactants are [Si](C)(C)(C(C)(C)C)O[C@H]1C[C@@H](CC2=CC=C3[C@@H]4CC=C([C@@]4(C)CC[C@@H]3[C@@]12C)COCCCCC(C)(C)O[Si](CC)(CC)CC)O[Si](C)(C)C(C)(C)C (1α,3β-Bis(tert-butyldimethylsilyloxy)-17-(5-triethylsilyloxy-5-methylhexyloxymethyl)androsta-5,7,16-triene), O1CCCC1.[F-].C(CCC)[N+](CCCC)(CCCC)CCCC (tetra-n-butylammonium fluoride tetrahydrofuran). The product is O[C@H]1C[C@@H](CC2=CC=C3[C@@H]4CC=C([C@@]4(C)CC[C@@H]3[C@@]12C)COCCCCC(C)(C)O)O (1α,3β-dihydroxy-17-(5-hydroxy-5-methylhexyloxymethyl)androsta-5,7,16-triene). Yield: 94.1%. Reaction SMILES: [Si]([O:8][C@@H:9]1[C@@:26]2([CH3:27])[C:13](=[CH:14][CH:15]=[C:16]3[C@@H:25]2[CH2:24][CH2:23][C@@:21]2([CH3:22])[C@H:17]3[CH2:18][CH:19]=[C:20]2[CH2:28][O:29][CH2:30][CH2:31][CH2:32][CH2:33][C:34]([O:37][Si](CC)(CC)CC)([CH3:36])[CH3:35])[CH2:12][C@@H:11]([O:45][Si](C(C)(C)C)(C)C)[CH2:10]1)(C(C)(C)C)(C)C.O1CCCC1.[F-].C([N+](CCCC)(CCCC)CCCC)CCC>>[OH:8][C@@H:9]1[C@@:26]2([CH3:27])[C:13](=[CH:14][CH:15]=[C:16]3[C@@H:25]2[CH2:24][CH2:23][C@@:21]2([CH3:22])[C@H:17]3[CH2:18][CH:19]=[C:20]2[CH2:28][O:29][CH2:30][CH2:31][CH2:32][CH2:33][C:34]([OH:37])([CH3:36])[CH3:35])[CH2:12][C@@H:11]([OH:45])[CH2:10]1 |f:1.2.3|. Procedure details: 1α,3β-Bis(tert-butyldimethylsilyloxy)-17-(5-triethylsilyloxy-5-methylhexyloxymethyl)androsta-5,7,16-triene (420 mg, 0.543 mmol) and a 1M tetra-n-butylammonium fluoride tetrahydrofuran solution (6 ml) were subjected to reaction using a procedure similar to that of Example 5(2) (4 hours), worked up and purified by column chromatography (ethyl acetate:dichloromethane=4:1) to give the titled compound (220 mg, 94%) as a colorless foam. Reactants: C1(=CC=CC=C1)C(C1=CC=CC=C1)OC(=O)C=1N2C(C(C2CCC1Br)NC(COC1=CC=CC=C1)=O)=O (3-bromo-7-[(phenoxyacetyl)amino]-8-oxo-1-azabicyclo[4.2.0]oct-2-ene-2-carboxylic acid (diphenylmethyl)ester), P(OCCCC)(OCCCC)OCCCC (tri-n-butyl phosphite). The reagents and catalysts are [Ni](Cl)Cl (nickel(II)chloride), [Ni](Cl)Cl (nickel(II)chloride). The solvent is C1(=CC=CC=C1)C (toluene). The product is C1(=CC=CC=C1)C(C1=CC=CC=C1)OC(=O)C=1N2C(C(C2CCC1P(=O)(OCCCC)OCCCC)NC(COC1=CC=CC=C1)=O)=O (7-[(Phenoxyacetyl)amino]-8-oxo-3-(dibutoxyphosphinyl)-1-azabicyclo[4.2.0]-oct-2-ene-2-carboxylic acid (diphenylmethyl)ester). Isolated yield 24.0%. As a reaction SMILES: [C:1]1([CH:7]([O:14][C:15]([C:17]2[N:18]3[CH:21]([CH2:22][CH2:23][C:24]=2Br)[CH:20]([NH:26][C:27](=[O:36])[CH2:28][O:29][C:30]2[CH:35]=[CH:34][CH:33]=[CH:32][CH:31]=2)[C:19]3=[O:37])=[O:16])[C:8]2[CH:13]=[CH:12][CH:11]=[CH:10][CH:9]=2)[CH:6]=[CH:5][CH:4]=[CH:3][CH:2]=1.[P:38]([O:49]CCCC)([O:44][CH2:45][CH2:46][CH2:47][CH3:48])[O:39][CH2:40][CH2:41][CH2:42][CH3:43]>C1(C)C=CC=CC=1.[Ni](Cl)Cl>[C:1]1([CH:7]([O:14][C:15]([C:17]2[N:18]3[CH:21]([CH2:22][CH2:23][C:24]=2[P:38]([O:39][CH2:40][CH2:41][CH2:42][CH3:43])([O:44][CH2:45][CH2:46][CH2:47][CH3:48])=[O:49])[CH:20]([NH:26][C:27](=[O:36])[CH2:28][O:29][C:30]2[CH:35]=[CH:34][CH:33]=[CH:32][CH:31]=2)[C:19]3=[O:37])=[O:16])[C:8]2[CH:13]=[CH:12][CH:11]=[CH:10][CH:9]=2)[CH:6]=[CH:5][CH:4]=[CH:3][CH:2]=1. Procedure details: A solution of 3-bromo-7-[(phenoxyacetyl)amino]-8-oxo-1-azabicyclo[4.2.0]oct-2-ene-2-carboxylic acid (diphenylmethyl)ester (2 g, 3.6 mmol) in toluene (50 mL) was added tri-n-butyl phosphite (15 mL) and nickel(II)chloride (50 mg, 039 mmol). The reaction was brought to reflux under nitrogen. Each hour, the reaction was cooled and an additional portion of nickel(II)chloride (50 mg, 0.39 mmol) was added. This process was continued for a total of six hours. The reaction was concentrated in vacuo and t... Reactants: Fc1cccc(Nc2ncc(F)c(-c3c(-c4cccc(Br)c4)nn4ccccc34)n2)c1, O=C([O-])[O-], C1COCCO1, [Cs+], [Cs+], NC(=O)c1c(F)cccc1F, O=C(C=Cc1ccccc1)C=Cc1ccccc1, O=C(C=Cc1ccccc1)C=Cc1ccccc1, O=C(C=Cc1ccccc1)C=Cc1ccccc1, [Pd], [Pd]. Reaction SMILES: [Br:1][c:2]1[cH:3][c:4](-[c:8]2[n:9][n:10]3[c:11]([cH:12][cH:13][cH:14][cH:15]3)[c:16]2-[c:17]2[n:18][c:19]([NH:24][c:25]3[cH:26][c:27]([F:31])[cH:28][cH:29][cH:30]3)[n:20][cH:21][c:22]2[F:23])[cH:5][cH:6][cH:7]1.[C:32](=[O:33])([O-:34])[O-:35].[CH2:49]1[O:50][CH2:51][CH2:52][O:53][CH2:54]1.[Cs+:36].[Cs+:37].[F:38][c:39]1[c:40]([C:41](=[O:42])[NH2:43])[c:44]([F:48])[cH:45][cH:46][cH:47]1.[O:57]=[C:58]([CH:59]=[CH:60][c:61]1[cH:62][cH:63][cH:64][cH:65][cH:66]1)[CH:67]=[CH:68][c:69]1[cH:70][cH:71][cH:72][cH:73][cH:74]1.[O:75]=[C:76]([CH:77]=[CH:78][c:79]1[cH:80][cH:81][cH:82][cH:83][cH:84]1)[CH:85]=[CH:86][c:87]1[cH:88][cH:89][cH:90][cH:91][cH:92]1.[O:93]=[C:94]([CH:95]=[CH:96][c:97]1[cH:98][cH:99][cH:100][cH:101][cH:102]1)[CH:103]=[CH:104][c:105]1[cH:106][cH:107][cH:108][cH:109][cH:110]1.[Pd:55].[Pd:56]>>[c:2]1([NH:43][C:41]([c:40]2[c:39]([F:38])[cH:47][cH:46][cH:45][c:44]2[F:48])=[O:42])[cH:3][c:4](-[c:8]2[n:9][n:10]3[c:11]([cH:12][cH:13][cH:14][cH:15]3)[c:16]2-[c:17]2[n:18][c:19]([NH:24][c:25]3[cH:26][c:27]([F:31])[cH:28][cH:29][cH:30]3)[n:20][cH:21][c:22]2[F:23])[cH:5][cH:6][cH:7]1. The product is O=C(Nc1cccc(-c2nn3ccccc3c2-c2nc(Nc3cccc(F)c3)ncc2F)c1)c1c(F)cccc1F.